From a dataset of the Open Reaction Database (ORD), a public repository of structured organic reaction records. describe an organic reaction: reactants, conditions, products, and yield Reagents/catalysts: [C-]#N.[C-]#N.[Zn+2] (Zn(CN)2), C=1C=CC(=CC1)[P](C=2C=CC=CC2)(C=3C=CC=CC3)[Pd]([P](C=4C=CC=CC4)(C=5C=CC=CC5)C=6C=CC=CC6)([P](C=7C=CC=CC7)(C=8C=CC=CC8)C=9C=CC=CC9)[P](C=1C=CC=CC1)(C=1C=CC=CC1)C=1C=CC=CC1 (Pd(Ph3P)4). Product: C(#N)C=1C=C2CCC3C(C2=CC1)C3C(=O)OCC (Ethyl 5-cyano-1a,2,3,7b-tetrahydro-1H-cyclopropa[a]naphthalene-1-carboxylate). Run at temperature 100 celsius, time 14 hour. Isolated yield 90.0%. Reported procedure: Ethyl 5-{[(trifluoromethyl)sulfonyl]oxy}-1a,2,3,7b-tetrahydro-1H-cyclopropa[a]naphthalene-1-carboxylate (0.2 g, 0.5 mmol) was mixed with Zn(CN)2 (0.82 mmol) and Pd(Ph3P)4 (56 mg, 10 mol %) in DMF (4 ml), bubbled with argon for 5 min and heated at stirring in a closed vial for 14 h at 100° C. Reaction was monitored by GC. The reaction mixture was concentrated by rotary evaporation, mixed with saturated NH4Cl and extracted into ethylacetate (3×15 ml). Organic extract was washed with water and brin... RXN SMILES: FC(F)(F)S(O[C:7]1[CH:8]=[C:9]2[C:14](=[CH:15][CH:16]=1)[CH:13]1[CH:17]([C:18]([O:20][CH2:21][CH3:22])=[O:19])[CH:12]1[CH2:11][CH2:10]2)(=O)=O.[CH3:25][N:26](C=O)C>[C-]#N.[C-]#N.[Zn+2].C1C=CC([P]([Pd]([P](C2C=CC=CC=2)(C2C=CC=CC=2)C2C=CC=CC=2)([P](C2C=CC=CC=2)(C2C=CC=CC=2)C2C=CC=CC=2)[P](C2C=CC=CC=2)(C2C=CC=CC=2)C2C=CC=CC=2)(C2C=CC=CC=2)C2C=CC=CC=2)=CC=1>[C:25]([C:7]1[CH:8]=[C:9]2[C:14](=[CH:15][CH:16]=1)[CH:13]1[CH:17]([C:18]([O:20][CH2:21][CH3:22])=[O:19])[CH:12]1[CH2:11][CH2:10]2)#[N:26] |f:2.3.4,^1:38,40,59,78|. The reactants are FC(S(=O)(=O)OC=1C=C2CCC3C(C2=CC1)C3C(=O)OCC)(F)F (Ethyl 5-{[(trifluoromethyl)sulfonyl]oxy}-1a,2,3,7b-tetrahydro-1H-cyclopropa[a]naphthalene-1-carboxylate), CN(C)C=O (DMF). Reactants: COC(C(CC1CCN(CC1)OC)O)=O (2-hydroxy-3-(1-methoxy-piperidin-4-yl)-propionic acid methyl ester), CC1=C(C(=CC(=C1)C)C)CC(=O)Cl ((2,4,6-trimethyl-phenyl)-acetyl chloride). Run in C1(=CC=CC=C1)C (toluene). The product is COC(C(CC1CCN(CC1)OC)OC(CC1=C(C=C(C=C1C)C)C)=O)=O (3-(1-methoxy-piperidin-4-yl)-2-[2-(2,4,6-trimethyl-phenyl)-acetoxy]-propionic acid methyl ester). As a reaction SMILES: [CH3:1][O:2][C:3](=[O:15])[CH:4]([OH:14])[CH2:5][CH:6]1[CH2:11][CH2:10][N:9]([O:12][CH3:13])[CH2:8][CH2:7]1.[CH3:16][C:17]1[CH:22]=[C:21]([CH3:23])[CH:20]=[C:19]([CH3:24])[C:18]=1[CH2:25][C:26](Cl)=[O:27]>C1(C)C=CC=CC=1>[CH3:1][O:2][C:3](=[O:15])[CH:4]([O:14][C:26](=[O:27])[CH2:25][C:18]1[C:17]([CH3:16])=[CH:22][C:21]([CH3:23])=[CH:20][C:19]=1[CH3:24])[CH2:5][CH:6]1[CH2:7][CH2:8][N:9]([O:12][CH3:13])[CH2:10][CH2:11]1. Procedure: A mixture of 2-hydroxy-3-(1-methoxy-piperidin-4-yl)-propionic acid methyl ester (700 mg, 3.5 mmol) and (2,4,6-trimethyl-phenyl)-acetyl chloride (700 mg, 3.6 mmol) in 10 ml of toluene was refluxed for 6 h. Then, the reaction mixture was concentrated under vacuum to dryness and the residue was purified by column chromatography on silica gel. Yield: 520 mg of 3-(1-methoxy-piperidin-4-yl)-2-[2-(2,4,6-trimethyl-phenyl)-acetoxy]-propionic acid methyl ester (title compound P3.12) as a oil. Reactants: CC1([C@@H]([C@@H]1\C=C(/C(O)=O)\F)C(=O)O[C@@H](C1=CC(=CC=C1)OC1=CC=CC=C1)C#N)C ((S)α-cyano-3-phenoxy-benzyl (1R,cis,E) 2,2-dimethyl-3-(2-fluoro-3-oxo-3-hydroxy-1-propenyl)-cyclopropane carboxylate), FC(CO)(F)F (2,2,2-trifluoro-ethanol). The solvent is C(Cl)(Cl)Cl (chloroform). Product: CC1([C@@H]([C@@H]1\C=C(/C(OCC(F)(F)F)=O)\F)C(=O)O[C@@H](C1=CC(=CC=C1)OC1=CC=CC=C1)C#N)C ((S)α-cyano-3-phenoxy-benzyl (1R,cis,E) 2,2-dimethyl-3-[2-fluoro-3-oxo-3-(2,2,2-trifluoroethoxy)-1-propenyl]-cyclopropanecarboxylate). As a reaction SMILES: [CH3:1][C:2]1([CH3:30])[C@@H:4](/[CH:5]=[C:6](/[F:10])\[C:7](=[O:9])[OH:8])[C@H:3]1[C:11]([O:13][C@H:14]([C:28]#[N:29])[C:15]1[CH:20]=[CH:19][CH:18]=[C:17]([O:21][C:22]2[CH:27]=[CH:26][CH:25]=[CH:24][CH:23]=2)[CH:16]=1)=[O:12].[F:31][C:32]([F:36])([F:35])[CH2:33]O>C(Cl)(Cl)Cl>[CH3:1][C:2]1([CH3:30])[C@@H:4](/[CH:5]=[C:6](/[F:10])\[C:7](=[O:8])[O:9][CH2:33][C:32]([F:36])([F:35])[F:31])[C@H:3]1[C:11]([O:13][C@H:14]([C:28]#[N:29])[C:15]1[CH:20]=[CH:19][CH:18]=[C:17]([O:21][C:22]2[CH:27]=[CH:26][CH:25]=[CH:24][CH:23]=2)[CH:16]=1)=[O:12]. Procedure details: (S)α-cyano-3-phenoxy-benzyl (1R,cis,E) 2,2-dimethyl-3-(2-fluoro-3-oxo-3-hydroxy-1-propenyl)-cyclopropane carboxylate and 2,2,2-trifluoro-ethanol were reacted to obtain (S)α-cyano-3-phenoxy-benzyl (1R,cis,E) 2,2-dimethyl-3-[2-fluoro-3-oxo-3-(2,2,2-trifluoroethoxy)-1-propenyl]-cyclopropanecarboxylate with a specific rotation of [α]D20 =+36.5°±2.° (c=0.5% in chloroform). The reactants are [N+](=O)([O-])C=1C=NNC1 (4-nitro-1H-pyrazole), OC1CN(C1)C(=O)OC(C)(C)C (tert-butyl 3-hydroxyazetidine-1-carboxylate), C1(=CC=CC=C1)P(C1=CC=CC=C1)C1=CC=CC=C1 (triphenylphosphine), N(=N\C(=O)OC(C)(C)C)/C(=O)OC(C)(C)C (di-tert-butyl(E)-diazene-1,2-dicarboxylate). The solvent is O1CCCC1 (tetrahydrofuran). Reaction conditions: time 8 hour. The product is [N+](=O)([O-])C=1C=NN(C1)C1CN(C1)C(=O)OC(C)(C)C (tert-butyl 3-(4-nitro-1H-pyrazol-1-yl)azetidine-1-carboxylate). Isolated yield 111.7%. As a reaction SMILES: [N+:1]([C:4]1[CH:5]=[N:6][NH:7][CH:8]=1)([O-:3])=[O:2].O[CH:10]1[CH2:13][N:12]([C:14]([O:16][C:17]([CH3:20])([CH3:19])[CH3:18])=[O:15])[CH2:11]1.C1(P(C2C=CC=CC=2)C2C=CC=CC=2)C=CC=CC=1.N(/C(OC(C)(C)C)=O)=N\C(OC(C)(C)C)=O>O1CCCC1>[N+:1]([C:4]1[CH:5]=[N:6][N:7]([CH:10]2[CH2:11][N:12]([C:14]([O:16][C:17]([CH3:20])([CH3:19])[CH3:18])=[O:15])[CH2:13]2)[CH:8]=1)([O-:3])=[O:2]. Procedure details: To a solution of 4-nitro-1H-pyrazole (2.0 g), tert-butyl 3-hydroxyazetidine-1-carboxylate (3.1 g) and triphenylphosphine (5.6 g) in tetrahydrofuran (20 mL) was added di-tert-butyl(E)-diazene-1,2-dicarboxylate (5.3 g) at room temperature, and the mixture was stirred overnight at room temperature. The solvent was evaporated under reduced pressure, and the residue was purified by silica gel column chromatography (hexane/ethyl acetate) to give the title compound (5.3 g). Starting materials: C(\C=C\CCCCCCC)(=O)O ((E)-2-decenoic acid), CN(CCC1CCNCC1)C (4-(2-dimethylaminoethyl)piperidine). Yields the product C(\C=C\CCCCCCC)(=O)C1NCCC(C1)CCN(C)C ((E)-2-Decenoyl-4-(2-dimethylaminoethyl)piperidine). As a reaction SMILES: [C:1]([OH:12])(=O)/[CH:2]=[CH:3]/[CH2:4][CH2:5][CH2:6][CH2:7][CH2:8][CH2:9][CH3:10].[CH3:13][N:14]([CH3:23])[CH2:15][CH2:16][CH:17]1[CH2:22][CH2:21][NH:20][CH2:19][CH2:18]1>>[C:1]([CH:21]1[CH2:22][CH:17]([CH2:16][CH2:15][N:14]([CH3:13])[CH3:23])[CH2:18][CH2:19][NH:20]1)(=[O:12])/[CH:2]=[CH:3]/[CH2:4][CH2:5][CH2:6][CH2:7][CH2:8][CH2:9][CH3:10]. Procedure details: The same procedures as in Example 2 were carried out using (E)-2-decenoic acid and 4-(2-dimethylaminoethyl)piperidine as starting raw materials, to produce an intended compound.